This data is from the Open Reaction Database (ORD), a public repository of structured organic reaction records. The task is: describe an organic reaction: reactants, conditions, products, and yield Reactants: N[C@@H]1[C@H](N(CC1)C(=O)OC(C)(C)C)CN=[N+]=[N-] (1,1-dimethylethyl (2R,3S)-3-amino-2-(azidomethyl)-1-pyrrolidinecarboxylate), ClC1=NC=CC(=N1)N1CCCCCC1 (1-(2-chloro-4-pyrimidinyl)azepane), COC(C)(C)C (tert-butyl methyl ether). The solvent is C1(CCCCC1)O (cyclohexanol). Conditions: temperature 120 celsius, time 3.5 hour. Product: N1(CCCCCC1)C1=NC(=NC=C1)N[C@@H]1[C@H](N(CC1)C(=O)OC(C)(C)C)CN=[N+]=[N-] (1,1-dimethylethyl (2R,3S)-3-{[4-(1-azepanyl)-2-pyrimidinyl]amino}-2-(azidomethyl)-1-pyrrolidinecarboxylate). Yield: 46.0%. RXN SMILES: [NH2:1][C@H:2]1[CH2:6][CH2:5][N:4]([C:7]([O:9][C:10]([CH3:13])([CH3:12])[CH3:11])=[O:8])[C@@H:3]1[CH2:14][N:15]=[N+:16]=[N-:17].Cl[C:19]1[N:24]=[C:23]([N:25]2[CH2:31][CH2:30][CH2:29][CH2:28][CH2:27][CH2:26]2)[CH:22]=[CH:21][N:20]=1.COC(C)(C)C>C1(O)CCCCC1>[N:25]1([C:23]2[CH:22]=[CH:21][N:20]=[C:19]([NH:1][C@H:2]3[CH2:6][CH2:5][N:4]([C:7]([O:9][C:10]([CH3:12])([CH3:13])[CH3:11])=[O:8])[C@@H:3]3[CH2:14][N:15]=[N+:16]=[N-:17])[N:24]=2)[CH2:26][CH2:27][CH2:28][CH2:29][CH2:30][CH2:31]1. Reported procedure: To a solution of the compound 7 (240 mg) in cyclohexanol (0.4 mL), 1-(2-chloro-4-pyrimidinyl)azepane (210 mg) was added. The reaction mixture was stirred at 120° C. for 3.5 hours. After cooling to room temperature, the reaction mixture was added tert-butyl methyl ether, washed with aqueous 2N sodium hydroxide solution, dried over anhydrous magnesium sulfate and then concentrated. The obtained residue was purified by silica gel column chromatography (ethyl acetate:methanol:27% aqueous ammonia=100... Reactants: O1C(CCCC1)OCC=1C=C(C=CC1)C(C=C)O (1-(3-(((2-Tetrahydropyranyl)oxy)methyl)phenyl)-2-propen-1-ol), BrC1=C(C=CC=C1)Br (1,2-dibromobenzene), [Li+].[Cl-] (LiCl), [Li]OC(=O)C.O.O (LiOAc.2H2O). The reagents and catalysts are [N+](CCCC)(CCCC)(CCCC)CCCC.[Cl-] (Bu4NCl), CC(=O)[O-].CC(=O)[O-].[Pd+2] (Pd(OAc)2). Solvent: CN(C)C=O (DMF). Run at temperature 90 celsius. The product is BrC1=C(C=CC=C1)CCC(=O)C1=CC(=CC=C1)COC1OCCCC1 (3-(2-bromophenyl)-1-(3-(((2-tetrahydropyranyl)oxy)methyl)phenyl)-1-propanone). Reaction SMILES: [O:1]1[CH2:6][CH2:5][CH2:4][CH2:3][CH:2]1[O:7][CH2:8][C:9]1[CH:10]=[C:11]([CH:15]([OH:18])[CH:16]=[CH2:17])[CH:12]=[CH:13][CH:14]=1.[Br:19][C:20]1[CH:25]=[CH:24][CH:23]=[CH:22][C:21]=1Br.[Li+].[Cl-].[Li]OC(C)=O.O.O>[N+](CCCC)(CCCC)(CCCC)CCCC.[Cl-].CN(C=O)C.CC([O-])=O.CC([O-])=O.[Pd+2]>[Br:19][C:20]1[CH:25]=[CH:24][CH:23]=[CH:22][C:21]=1[CH2:17][CH2:16][C:15]([C:11]1[CH:12]=[CH:13][CH:14]=[C:9]([CH2:8][O:7][CH:2]2[CH2:3][CH2:4][CH2:5][CH2:6][O:1]2)[CH:10]=1)=[O:18] |f:2.3,4.5.6,7.8,10.11.12|. Procedure details: A mixture of the allylic alcohol of Example 1, Step 11, (30.14 g, 121 mmol), 1,2-dibromobenzene (16 mL), Pd(OAc)2 (830 mg), LiCl (5.38 g), LiOAc.2H2O (31.6 g), and Bu4NCl (67.96 g) in 240 mL of DMF was degassed and heated to 85° C. under N2 for 30 min and at 90° C. for 45 min. It was then added to ice and 25% aq. NH4OAc (2 L). The title ketone was extracted in EtOAc, dried over Na2SO4 and purified by flash chromatography on silica with EtOAc:hexane 10:90; yield: 29.53 g (60%). Yields the product ClC1=CC=C(C=C1)C=1C(=NN(C1)C1=CC=C(C=C1)F)CCC(=O)Cl (3-[4-(4-chlorophenyl)-1-(4-fluorophenyl)-3-pyrazolyl]propionic acid chloride). Reactants: P(Cl)(Cl)(Cl)(Cl)Cl (phosphorus pentachloride), ClC1=CC=C(C=C1)C=1C(=NN(C1)C1=CC=C(C=C1)F)CCC(=O)O (3-[4-(4-chlorophenyl)-1-(4-fluorophenyl)-3-pyrazolyl]propionic acid). Isolated yield 92.4%. Conditions: time 3 hour. RXN SMILES: P(Cl)(Cl)(Cl)(Cl)[Cl:2].[Cl:7][C:8]1[CH:13]=[CH:12][C:11]([C:14]2[C:15]([CH2:26][CH2:27][C:28]([OH:30])=O)=[N:16][N:17]([C:19]3[CH:24]=[CH:23][C:22]([F:25])=[CH:21][CH:20]=3)[CH:18]=2)=[CH:10][CH:9]=1>C(OCC)C>[Cl:7][C:8]1[CH:13]=[CH:12][C:11]([C:14]2[C:15]([CH2:26][CH2:27][C:28]([Cl:2])=[O:30])=[N:16][N:17]([C:19]3[CH:24]=[CH:23][C:22]([F:25])=[CH:21][CH:20]=3)[CH:18]=2)=[CH:10][CH:9]=1. The solvent is C(C)OCC (diethyl ether). Reported procedure: At 0° C., 1.3 g of phosphorus pentachloride is added in incremental portions to a mixture of 1.9 g of 3-[4-(4-chlorophenyl)-1-(4-fluorophenyl)-3-pyrazolyl]propionic acid in 60 ml of diethyl ether; the mixture is agitated for 3 hours, then concentrated, and the residue recrystallized from petroleum ether, thus obtaining 1.85 g of 3-[4-(4-chlorophenyl)-1-(4-fluorophenyl)-3-pyrazolyl]propionic acid chloride, mp 111° C.